From a dataset of the Open Reaction Database (ORD), a public repository of structured organic reaction records. describe an organic reaction: reactants, conditions, products, and yield Starting materials: COC1=CC=C(OC2=CC=C(C=C2)C(C)=C2SCCCS2)C=C1 (2-[1-{4-(4-Methoxyphenoxy)phenyl}ethan-1-ylidene]-1,3-dithiane), aqueous solution, O (water). The solvent is O1CCCC1 (tetrahydrofuran), CO (methanol). Procedure details: 2-[1-{4-(4-Methoxyphenoxy)phenyl}ethan-1-ylidene]-1,3-dithiane, 5 g, was dissolved in a solvent mixture of 100 ml of tetrahydrofuran and 50 ml of methanol and, 15 g of an aqueous solution containing 2.45 g of oxon was dropwise added to the solution under ice cooling. After stirring for an hour at the same temperature, water was added to the reaction mixture followed by extraction with chloroform. The organic phase was washed with a sodium thiosulfate aqueous solution and then with water. After d... As a reaction SMILES: [CH3:1][O:2][C:3]1[CH:23]=[CH:22][C:6]([O:7][C:8]2[CH:13]=[CH:12][C:11]([C:14](=[C:16]3[S:21][CH2:20][CH2:19][CH2:18][S:17]3)[CH3:15])=[CH:10][CH:9]=2)=[CH:5][CH:4]=1.[OH2:24]>O1CCCC1.CO>[CH3:1][O:2][C:3]1[CH:4]=[CH:5][C:6]([O:7][C:8]2[CH:9]=[CH:10][C:11]([C:14](=[C:16]3[S:17][CH2:18][CH2:19][CH2:20][S:21]3=[O:24])[CH3:15])=[CH:12][CH:13]=2)=[CH:22][CH:23]=1. The yield is 16.2%. The product is COC1=CC=C(OC2=CC=C(C=C2)C(C)=C2S(CCCS2)=O)C=C1 (2-[1-{4-(4-Methoxyphenoxy)phenyl}ethan-1-ylidene]-1,3-dithiane-1-oxide). Reactants: ClC=1C=CC2=C(C(=NCC(N2)=O)C2=C(C=CC=C2)Cl)C1 (1,3-dihydro-7-chloro-5-(2-chlorophenyl)-2H-1,4-benzodiazepin-2-one), P12(=S)SP3(=S)SP(=S)(S1)SP(=S)(S2)S3 (phosphorus pentasulfide). Solvent: N1=CC=CC=C1 (pyridine). Product: ClC=1C=CC2=C(C(=NCC(N2)=S)C2=C(C=CC=C2)Cl)C1 (1,3-dihydro-7-chloro-5-(2-chlorophenyl)-2H-1,4-benzodiazepine-2-thione). As a reaction SMILES: [Cl:1][C:2]1[CH:3]=[CH:4][C:5]2[NH:11][C:10](=O)[CH2:9][N:8]=[C:7]([C:13]3[CH:18]=[CH:17][CH:16]=[CH:15][C:14]=3[Cl:19])[C:6]=2[CH:20]=1.P12(SP3(SP(SP(S3)(S1)=S)(=S)S2)=S)=[S:22]>N1C=CC=CC=1>[Cl:1][C:2]1[CH:3]=[CH:4][C:5]2[NH:11][C:10](=[S:22])[CH2:9][N:8]=[C:7]([C:13]3[CH:18]=[CH:17][CH:16]=[CH:15][C:14]=3[Cl:19])[C:6]=2[CH:20]=1. Procedure: A solution of (0.025 mole) of 1,3-dihydro-7-chloro-5-(2-chlorophenyl)-2H-1,4-benzodiazepin-2-one in about 500 ml. of pyridine is treated with 5.55 g. (0.025 mole) of phosphorus pentasulfide and heated under reflux in a nitrogen atmosphere for 2 hours. The pyridine is removed in vacuo and the thus-produced residue is poured onto crushed ice. The aqueous phase is extracted with methylene chloride and then discarded. The extract is washed successively with three 200-ml. portions of water and 100 ml...